Dataset: the Open Reaction Database (ORD), a public repository of structured organic reaction records. Task: describe an organic reaction: reactants, conditions, products, and yield Reactants: aqueous solution, ClC1=CC=C(C=C1)CCC(C(C)(C)C)=C (1-(4-chlorophenyl)-3-methylene-4,4-dimethylpentane), S(=O)(O)[O-].[Na+] (sodium hydrogen sulfite), ClC1=CC=C(C=C1)CCC(C(C)(C)C)=C (1-(4-chlorophenyl)-3-methylene-4,4-dimethylpentane), C[N+]1(CCOCC1)[O-] (4-methylmorpholine-N-oxide), O (water). Reagents/catalysts: [Os](=O)(=O)(=O)=O (osmium tetroxide). Solvent: C(C)#N (acetonitrile). Run at time 24 hour. Yields the product ClC1=CC=C(C=C1)CCC(CO)(C(C)(C)C)O (2-[2-(4-chlorophenyl)ethyl]-3,3-dimethyl-1,2-butanediol). As a reaction SMILES: [Cl:1][C:2]1[CH:7]=[CH:6][C:5]([CH2:8][CH2:9][C:10](=[CH2:15])[C:11]([CH3:14])([CH3:13])[CH3:12])=[CH:4][CH:3]=1.C[N+]1([O-])CC[O:20]CC1.S([O-])(O)=O.[Na+].[OH2:29]>C(#N)C.[Os](=O)(=O)(=O)=O>[Cl:1][C:2]1[CH:7]=[CH:6][C:5]([CH2:8][CH2:9][C:10]([OH:20])([C:11]([CH3:12])([CH3:14])[CH3:13])[CH2:15][OH:29])=[CH:4][CH:3]=1 |f:2.3|. Procedure: 3.0 g of 1-(4-chlorophenyl)-3-methylene-4,4-dimethylpentane prepared as described above (1) was dissolved in a mixture solvent of 40 ml of acetonitrile and 10 ml of water, and 3.2 g of 4-methylmorpholine-N-oxide was added thereto. After addition of 10 ml of a 4% aqueous solution of osmium tetroxide, the mixture was stirred at room temperature for 24 hours. After adding an aqueous solution of sodium hydrogen sulfite, the mixture was stirred for 1 hour, and insoluble substances were removed by fil... The reactants are O=C([O-])[O-], CC1(NC(=O)OC(C)(C)C)CCNCC1, CN(C)C=O, Clc1cnccn1, [K+], [K+]. Yields the product CC1(NC(=O)OC(C)(C)C)CCN(c2cnccn2)CC1. As a reaction SMILES: [C:16](=[O:17])([O-:18])[O-:19].[CH3:1][C:2]1([NH:8][C:9]([O:10][C:11]([CH3:12])([CH3:13])[CH3:14])=[O:15])[CH2:3][CH2:4][NH:5][CH2:6][CH2:7]1.[CH3:29][N:30]([CH3:31])[CH:32]=[O:33].[Cl:22][c:23]1[n:24][cH:25][cH:26][n:27][cH:28]1.[K+:20].[K+:21]>>[CH3:1][C:2]1([NH:8][C:9]([O:10][C:11]([CH3:12])([CH3:13])[CH3:14])=[O:15])[CH2:3][CH2:4][N:5]([c:23]2[n:24][cH:25][cH:26][n:27][cH:28]2)[CH2:6][CH2:7]1.